From a dataset of the Open Reaction Database (ORD), a public repository of structured organic reaction records. describe an organic reaction: reactants, conditions, products, and yield The reactants are CC(C)(C)OC(=O)N1CCC2Oc3c(Cc4ccccc4)cc(-c4ccc(Cl)cc4Cl)cc3C2C1, ClCCl, [Na+], [OH-]. The product is Clc1ccc(-c2cc(Cc3ccccc3)c3c(c2)C2CNCCC2O3)c(Cl)c1. Reaction SMILES: [CH2:1]([c:2]1[cH:3][cH:4][cH:5][cH:6][cH:7]1)[c:8]1[cH:9][c:10](-[c:28]2[c:29]([Cl:35])[cH:30][c:31]([Cl:34])[cH:32][cH:33]2)[cH:11][c:12]2[c:13]1[O:14][CH:15]1[CH:16]2[CH2:17][N:18]([C:21]([O:22][C:23]([CH3:24])([CH3:25])[CH3:26])=[O:27])[CH2:19][CH2:20]1.[Cl:38][CH2:39][Cl:40].[Na+:37].[OH-:36]>>[CH2:1]([c:2]1[cH:3][cH:4][cH:5][cH:6][cH:7]1)[c:8]1[cH:9][c:10](-[c:28]2[c:29]([Cl:35])[cH:30][c:31]([Cl:34])[cH:32][cH:33]2)[cH:11][c:12]2[c:13]1[O:14][CH:15]1[CH:16]2[CH2:17][NH:18][CH2:19][CH2:20]1.